Dataset: the Open Reaction Database (ORD), a public repository of structured organic reaction records. Task: describe an organic reaction: reactants, conditions, products, and yield Starting materials: [Li]CCCC, C1CCOC1, O=Cc1ccccc1, O=Cc1cccnc1. Yields the product OC1OC(c2ccccc2)c2ccncc21. RXN SMILES: [CH2:1]([Li:2])[CH2:3][CH2:4][CH3:5].[CH2:22]1[O:23][CH2:24][CH2:25][CH2:26]1.[CH:14](=[O:15])[c:16]1[cH:17][cH:18][cH:19][cH:20][cH:21]1.[n:6]1[cH:7][c:8]([CH:12]=[O:13])[cH:9][cH:10][cH:11]1>>[n:6]1[cH:7][c:8]2[c:9]([cH:10][cH:11]1)[CH:14]([c:16]1[cH:17][cH:18][cH:19][cH:20][cH:21]1)[O:15][CH:12]2[OH:13]. Procedure: (1.7 g) was hydrogenated in the presence of Pd-C and potassium carbonate in 1,4-dioxane at normal pressure to yield 2-(4-octyloxyphenyl)-5-hydroxypyrimidine (F). (F) (1.0 g) was dissolved in 50 ml of carbon tetrachloride. 0.8 ml of octyl chlorocarboxylate and 5 ml of pyridine were added, and the mixture was stirred for a while and then allowed to stand overnight. 1N hydrochloric acid was added thereto, and the carbon tetrachloride layer was taken and concentrated. The resulting residue was purif... Reaction SMILES: [CH2:1]([O:9][C:10]1[CH:15]=[CH:14][C:13]([C:16]2[N:21]=[CH:20][C:19]([OH:22])=[CH:18][N:17]=2)=[CH:12][CH:11]=1)[CH2:2][CH2:3][CH2:4][CH2:5][CH2:6][CH2:7][CH3:8].Cl[C:24]([O:26][CH2:27][CH2:28][CH2:29][CH2:30][CH2:31][CH2:32][CH2:33][CH3:34])=[O:25].N1C=CC=[CH:37][CH:36]=1.Cl>C(Cl)(Cl)(Cl)Cl>[CH2:1]([O:9][C:10]1[CH:15]=[CH:14][C:13]([C:16]2[N:21]=[CH:20][C:19]([O:22][C:24]([O:26][CH2:27][CH2:28][CH2:29][CH2:30][CH2:31][CH2:32][CH2:33][CH3:34])=[O:25])=[CH:18][N:17]=2)=[CH:12][CH:11]=1)[CH2:2][CH2:3][CH2:4][CH2:5][CH2:6][CH2:7][CH2:8][CH2:36][CH3:37]. Conditions: time 8 hour. Starting materials: Cl (hydrochloric acid), ClC(=O)OCCCCCCCC (octyl chlorocarboxylate), N1=CC=CC=C1 (pyridine), C(CCCCCCC)OC1=CC=C(C=C1)C1=NC=C(C=N1)O (2-(4-octyloxyphenyl)-5-hydroxypyrimidine). The product is C(CCCCCCCCC)OC1=CC=C(C=C1)C1=NC=C(C=N1)OC(=O)OCCCCCCCC (2-(4-decyloxyphenyl)-5-octyloxycarbonyloxypyrimidine). Solvent: C(Cl)(Cl)(Cl)Cl (carbon tetrachloride), C(Cl)(Cl)(Cl)Cl (carbon tetrachloride). The reactants are FC(C=1C=C(C=CC1)NC(=S)NC(=O)OCC)(F)F (N-(3-trifluoromethylphenyl)-N'-ethoxycarbonylthiourea), BrC(C)Br (dibromoethane), C([O-])([O-])=O.[K+].[K+] (potassium carbonate). Solvent: CC(=O)C (acetone). Yields the product C(C)OC(=O)N=C1SCCN1C1=CC(=CC=C1)C(F)(F)F (2-ethoxycarbonylimino-3-(3-trifluoromethylphenyl)thiazolidine). Isolated yield 83.1%. Reaction SMILES: [F:1][C:2]([F:19])([F:18])[C:3]1[CH:4]=[C:5]([NH:9][C:10]([NH:12][C:13]([O:15][CH2:16][CH3:17])=[O:14])=[S:11])[CH:6]=[CH:7][CH:8]=1.Br[CH:21](Br)[CH3:22].C(=O)([O-])[O-].[K+].[K+]>CC(C)=O>[CH2:16]([O:15][C:13]([N:12]=[C:10]1[N:9]([C:5]2[CH:6]=[CH:7][CH:8]=[C:3]([C:2]([F:18])([F:1])[F:19])[CH:4]=2)[CH2:22][CH2:21][S:11]1)=[O:14])[CH3:17] |f:2.3.4|. Procedure details: A solution of N-(3-trifluoromethylphenyl)-N'-ethoxycarbonylthiourea (1.8 g), dibromoethane (1.29 g) and anhydrous potassium carbonate (2.6 g) in acetone (20 ml) was refluxed for 5 hours. The solvent was removed by distillation, and the residue was extracted with diethyl ether. The extract was washed with water, dried over anhydrous magnesium sulfate and concentrated under reduced pressure. The residue was recrystallized from a mixture of hexane and ethanol to give 1.63 g of 2-ethoxycarbonylimino... Solvent: C(OC)COC (dimethoxyethane). Yield: 98.4%. Reported procedure: The 1-(6'-methoxycarbonyl-n-hex-2-enyl)-4-methyl-1,2,4-triazolidine-3,5-dione (12.4 g, 0.0486 mol) was dissolved in dimethoxyethane (200 ml) and 10% palladium on charcoal (3 g) was added and the resultant mixture was allowed to take up hydrogen (ca. 1100 mls). After the reaction was complete the resultant mixture was filtered through a kieselguhr bed and the filtrate evaporated in vacuo to afford 1-(6'-methoxycarbonyl-n-hexyl)-4-methyl-1,2,4-triazolidine-3,5-dione (12.3 g). m.p. 80°-1°. Starting materials: resultant mixture, resultant mixture, COC(=O)CCCC=CCN1NC(N(C1=O)C)=O (1-(6'-methoxycarbonyl-n-hex-2-enyl)-4-methyl-1,2,4-triazolidine-3,5-dione), [H][H] (hydrogen). Yields the product COC(=O)CCCCCCN1NC(N(C1=O)C)=O (1-(6'-methoxycarbonyl-n-hexyl)-4-methyl-1,2,4-triazolidine-3,5-dione). Reaction SMILES: [CH3:1][O:2][C:3]([CH2:5][CH2:6][CH2:7][CH:8]=[CH:9][CH2:10][N:11]1[C:15](=[O:16])[N:14]([CH3:17])[C:13](=[O:18])[NH:12]1)=[O:4].[H][H]>C(COC)OC.[Pd]>[CH3:1][O:2][C:3]([CH2:5][CH2:6][CH2:7][CH2:8][CH2:9][CH2:10][N:11]1[C:15](=[O:16])[N:14]([CH3:17])[C:13](=[O:18])[NH:12]1)=[O:4]. Reagents/catalysts: [Pd] (palladium on charcoal).